From a dataset of the Open Reaction Database (ORD), a public repository of structured organic reaction records. describe an organic reaction: reactants, conditions, products, and yield Reactants: NC[C@@H](CC1=CC=CC=C1)NC(OC(C)(C)C)=O (tert-butyl (1R)-2-amino-1-benzylethylcarbamate), C(C)(C)(C)OC(=O)N1[C@@H](C1)CC1=CC=CC=C1 ((2R)—N-tert-butoxycarbonyl-2-phenylmethylaziridine). Yields the product C(C)(C)(C)OC(=O)N[C@@H](CNC[C@@H](CC1=CC=CC=C1)NC(=O)OC(C)(C)C)CC1=CC=CC=C1 (N,N-bis[(2R)-2-(tert-butoxycarbonylamino)-3-phenylpropyl]amine). RXN SMILES: [NH2:1][CH2:2][C@H:3]([NH:11][C:12](=[O:18])[O:13][C:14]([CH3:17])([CH3:16])[CH3:15])[CH2:4][C:5]1[CH:10]=[CH:9][CH:8]=[CH:7][CH:6]=1.[C:19]([O:23][C:24]([N:26]1[CH2:28][C@H:27]1[CH2:29][C:30]1[CH:35]=[CH:34][CH:33]=[CH:32][CH:31]=1)=[O:25])([CH3:22])([CH3:21])[CH3:20]>>[C:14]([O:13][C:12]([NH:11][C@H:3]([CH2:4][C:5]1[CH:10]=[CH:9][CH:8]=[CH:7][CH:6]=1)[CH2:2][NH:1][CH2:28][C@H:27]([NH:26][C:24]([O:23][C:19]([CH3:20])([CH3:22])[CH3:21])=[O:25])[CH2:29][C:30]1[CH:35]=[CH:34][CH:33]=[CH:32][CH:31]=1)=[O:18])([CH3:15])([CH3:17])[CH3:16]. Procedure details: The product from Example 70C and the product from Example 70A were processed as described in Example 1D to provide the title compound. Product: C(C1C(C(=O)OC)CCC=C1)(=O)OC.CN1C(CC(CC1(C)C)\C(=C(/C(=O)[O-])\C1CC(N(C(C1)(C)C)C)(C)C)\C(=O)[O-])(C)C (dimethyl tetrahydrophthalate bis(1,2,2,6,6-pentamethyl-4-piperidyl)fumarate). Reported procedure: Dimethyl tetrahydrophthalate 0.8 g (1/300 mole), bis(1,2,2,6,6-pentamethyl-4-piperidyl)fumarate 2.1 g (1/200 mole) and 0.029 g of dicumyl peroxide were heated and stirred at 150° C. for five hours, and then cooled to obtain a pale yellow solid. Starting materials: C(C1C(C(=O)OC)CCC=C1)(=O)OC (Dimethyl tetrahydrophthalate), CN1C(CC(CC1(C)C)\C(=C(/C(=O)[O-])\C1CC(N(C(C1)(C)C)C)(C)C)\C(=O)[O-])(C)C (bis(1,2,2,6,6-pentamethyl-4-piperidyl)fumarate), C(C)(C)(C1=CC=CC=C1)OOC(C)(C)C1=CC=CC=C1 (dicumyl peroxide). Reaction SMILES: [C:1]([O:13][CH3:14])(=[O:12])[CH:2]1[CH:11]=[CH:10][CH2:9][CH2:8][CH:3]1[C:4]([O:6][CH3:7])=[O:5].[CH3:15][N:16]1[C:21]([CH3:23])([CH3:22])[CH2:20][CH:19](/[C:24](/[C:40]([O-:42])=[O:41])=[C:25](/[CH:29]2[CH2:34][C:33]([CH3:36])([CH3:35])[N:32]([CH3:37])[C:31]([CH3:39])([CH3:38])[CH2:30]2)\[C:26]([O-:28])=[O:27])[CH2:18][C:17]1([CH3:44])[CH3:43].C(OOC(C1C=CC=CC=1)(C)C)(C1C=CC=CC=1)(C)C>>[C:4]([O:6][CH3:7])(=[O:5])[CH:3]1[CH:8]=[CH:9][CH2:10][CH2:11][CH:2]1[C:1]([O:13][CH3:14])=[O:12].[CH3:37][N:32]1[C:33]([CH3:35])([CH3:36])[CH2:34][CH:29](/[C:25](/[C:26]([O-:28])=[O:27])=[C:24](/[CH:19]2[CH2:20][C:21]([CH3:22])([CH3:23])[N:16]([CH3:15])[C:17]([CH3:44])([CH3:43])[CH2:18]2)\[C:40]([O-:42])=[O:41])[CH2:30][C:31]1([CH3:39])[CH3:38] |f:3.4|. Conditions: temperature 150 celsius, time 5 hour.